Dataset: the Open Reaction Database (ORD), a public repository of structured organic reaction records. Task: describe an organic reaction: reactants, conditions, products, and yield Reactants: C(CCCCCCCC)(=O)Cl (nonanoyl chloride), NC1=CC=C(C=C1)C(CCC(=O)OC)=O (4-(4-amino-phenyl)-4-oxo-butyric acid, methyl ester). Product: C(CCCCCCCC)(=O)NC1=CC=C(C=C1)C(CCC(=O)O)=O (4-[4-(nonanoylamino)-phenyl]-4-oxo-butyric acid). Yield: 66.0%. RXN SMILES: [C:1](Cl)(=[O:10])[CH2:2][CH2:3][CH2:4][CH2:5][CH2:6][CH2:7][CH2:8][CH3:9].[NH2:12][C:13]1[CH:18]=[CH:17][C:16]([C:19](=[O:26])[CH2:20][CH2:21][C:22]([O:24]C)=[O:23])=[CH:15][CH:14]=1>>[C:1]([NH:12][C:13]1[CH:14]=[CH:15][C:16]([C:19](=[O:26])[CH2:20][CH2:21][C:22]([OH:24])=[O:23])=[CH:17][CH:18]=1)(=[O:10])[CH2:2][CH2:3][CH2:4][CH2:5][CH2:6][CH2:7][CH2:8][CH3:9]. Procedure: In a manner similar to that described in Example 3, nonanoyl chloride (0.055 g, 0.00031 mol) was allowed to react with 4-(4-amino-phenyl)-4-oxo-butyric acid, methyl ester (0.052 g, 0.00025 mol), and the resulting intermediate was hydrolyzed to give 0.055 g of 4-[4-(nonanoylamino)-phenyl]-4-oxo-butyric acid as an off-white solid; MS-(AP+) MH+334. Reactants: ClC1=NC=CC(=N1)NCC=1SC=CC1 ((2-chloro-pyrimidin-4-yl)-thiophen-2-ylmethyl-amine), C(C)(C)C1=CC=C(C=C1)B(O)O (4-isopropylphenylboronic acid). Yields the product C(C)(C)C1=CC=C(C=C1)C1(NC=NC=C1)NCC=1SC=CC1 ([4-(4-Isopropyl-phenyl)-pyrimidin-4-yl]-thiophen-2-ylmethyl-amine). As a reaction SMILES: Cl[C:2]1[N:7]=[C:6]([NH:8][CH2:9][C:10]2[S:11][CH:12]=[CH:13][CH:14]=2)[CH:5]=[CH:4][N:3]=1.[CH:15]([C:18]1[CH:23]=[CH:22][C:21](B(O)O)=[CH:20][CH:19]=1)([CH3:17])[CH3:16]>>[CH:15]([C:18]1[CH:23]=[CH:22][C:21]([C:6]2([NH:8][CH2:9][C:10]3[S:11][CH:12]=[CH:13][CH:14]=3)[CH:5]=[CH:4][N:3]=[CH:2][NH:7]2)=[CH:20][CH:19]=1)([CH3:17])[CH3:16]. Procedure: [2-(4-Isopropyl-phenyl)-pyrimidin-4-yl]-thiophen-2-ylmethyl-amine (142 mg) was obtained by following general procedure Q1 from (2-chloro-pyrimidin-4-yl)-thiophen-2-ylmethyl-amine (130 mg, 0.58 mmol) and 4-isopropylphenylboronic acid (140 mg, 0.86 mmol). LCMS m/z: 311 (M+1)+. [4-(4-Isopropyl-phenyl)-pyrimidin-4-yl]-thiophen-2-ylmethyl-amine was obtained by following general procedure Q1 from (4-Chloro-pyrimidin-2-yl)-thiophen-2-ylmethyl-amine and 4-isopropylphenylboronic acid. Starting materials: BrC=1C=CC(=C(C1)C1=NC2=CC=C(C=C2C=C1)C1=NC2=C(N1C1CCCCC1)C=CC(=C2)C(=O)O)O (2-[2-(5-Bromo-2-hydroxy-phenyl)-quinolin-6-yl]-1-cyclohexyl-1H-benzoimidazole-5-carboxylic acid), [OH-].[K+] (KOH), Compound 354e, C(C1=CC=CC=C1)OC1=C(C(=C(C=C1)C(C)=O)O)C (1-(4-benzyloxy-2-hydroxy-3-methyl-phenyl)-ethanone). Solvent: C(C)O (ethanol), C(C)O (ethanol). Yields the product C(C1=CC=CC=C1)OC1=C(C(=C(C=C1)C1=NC2=CC=C(C=C2C=C1)C1=NC2=C(N1C1CCCCC1)C=CC(=C2)C(=O)O)O)C (2-[2-(4-benzyloxy-2-hydroxy-3-methyl-phenyl)-quinolin-6-yl]-1-cyclohexyl-1H-benzoimidazole-5-carboxylic acid). Isolated yield 10.0%. RXN SMILES: BrC1C=CC(O)=C(C2C=[CH:16][C:15]3[C:10](=[CH:11][CH:12]=[C:13]([C:18]4[N:22]([CH:23]5[CH2:28][CH2:27][CH2:26][CH2:25][CH2:24]5)[C:21]5[CH:29]=[CH:30][C:31]([C:33]([OH:35])=[O:34])=[CH:32][C:20]=5[N:19]=4)[CH:14]=3)[N:9]=2)C=1.[CH2:37]([O:44][C:45]1[CH:50]=[CH:49][C:48]([C:51](=O)[CH3:52])=[C:47]([OH:54])[C:46]=1[CH3:55])[C:38]1[CH:43]=[CH:42][CH:41]=[CH:40][CH:39]=1.[OH-].[K+]>C(O)C>[CH2:37]([O:44][C:45]1[CH:50]=[CH:49][C:48]([C:51]2[CH:52]=[CH:16][C:15]3[C:10](=[CH:11][CH:12]=[C:13]([C:18]4[N:22]([CH:23]5[CH2:24][CH2:25][CH2:26][CH2:27][CH2:28]5)[C:21]5[CH:29]=[CH:30][C:31]([C:33]([OH:35])=[O:34])=[CH:32][C:20]=5[N:19]=4)[CH:14]=3)[N:9]=2)=[C:47]([OH:54])[C:46]=1[CH3:55])[C:38]1[CH:43]=[CH:42][CH:41]=[CH:40][CH:39]=1 |f:2.3|. Reported procedure: Following the procedure and workup for Compound 354, Compound 354e (100 mg, 0.256 mmol) was reacted with 1-(4-benzyloxy-2-hydroxy-3-methyl-phenyl)-ethanone (0.256 mmol) in ethanol (2 mL) using 10% w/v KOH in ethanol (506 μL, 0.64 mmol) to produce the title compound (73 mg, 10% yield). MS: 584.29 (M+H+); HPLC Procedure A, retention time=18.27 min. RXN SMILES: [CH3:1][O:2][N:3]1[CH2:4][CH2:5][C:6]([C:9](=[O:10])[OH:11])([S:12][CH2:13][c:14]2[cH:15][cH:16][c:17]([O:20][CH3:21])[cH:18][cH:19]2)[CH2:7][CH2:8]1.[CH3:22][N:23]([CH3:24])[CH:25]=[O:26].[CH3:31][c:32]1[cH:33][cH:34][cH:35][cH:36][cH:37]1.[S:27]([Cl:28])([Cl:29])=[O:30]>>[CH3:1][O:2][N:3]1[CH2:4][CH2:5][C:6]([C:9](=[O:10])[Cl:29])([S:12][CH2:13][c:14]2[cH:15][cH:16][c:17]([O:20][CH3:21])[cH:18][cH:19]2)[CH2:7][CH2:8]1. Yields the product COc1ccc(CSC2(C(=O)Cl)CCN(OC)CC2)cc1. Reactants: COc1ccc(CSC2(C(=O)O)CCN(OC)CC2)cc1, CN(C)C=O, Cc1ccccc1, O=S(Cl)Cl. Reactants: CC(=O)OCC(C)n1ccc2c(NC(=O)Cc3ccc(F)c(C(F)(F)F)c3)c(Cl)ccc2c1=O, O=C([O-])[O-], CO, [K+], [K+], O. The product is CC(CO)n1ccc2c(NC(=O)Cc3ccc(F)c(C(F)(F)F)c3)c(Cl)ccc2c1=O. Reaction SMILES: [C:1](=[O:2])([CH3:3])[O:4][CH2:5][CH:6]([CH3:7])[n:8]1[c:9](=[O:34])[c:10]2[cH:11][cH:12][c:13]([Cl:33])[c:14]([NH:18][C:19]([CH2:20][c:21]3[cH:22][c:23]([C:28]([F:29])([F:30])[F:31])[c:24]([F:27])[cH:25][cH:26]3)=[O:32])[c:15]2[cH:16][cH:17]1.[C:35](=[O:36])([O-:37])[O-:38].[CH3:41][OH:42].[K+:39].[K+:40].[OH2:43]>>[OH:4][CH2:5][CH:6]([CH3:7])[n:8]1[c:9](=[O:34])[c:10]2[cH:11][cH:12][c:13]([Cl:33])[c:14]([NH:18][C:19]([CH2:20][c:21]3[cH:22][c:23]([C:28]([F:29])([F:30])[F:31])[c:24]([F:27])[cH:25][cH:26]3)=[O:32])[c:15]2[cH:16][cH:17]1. Starting materials: CCOC(C)=O, COc1cc(Nc2nc(Cl)nc(OC(C)C)n2)ccc1-n1cnc(C)c1, CNc1ccc(Cl)cc1. The product is COc1cc(Nc2nc(OC(C)C)nc(N(C)c3ccc(Cl)cc3)n2)ccc1-n1cnc(C)c1. As a reaction SMILES: [CH3:36][CH2:37][O:38][C:39](=[O:40])[CH3:41].[Cl:1][c:2]1[n:3][c:4]([NH:12][c:13]2[cH:14][c:15]([O:25][CH3:26])[c:16](-[n:19]3[cH:20][n:21][c:22]([CH3:24])[cH:23]3)[cH:17][cH:18]2)[n:5][c:6]([O:8][CH:9]([CH3:10])[CH3:11])[n:7]1.[Cl:27][c:28]1[cH:29][cH:30][c:31]([NH:32][CH3:33])[cH:34][cH:35]1>>[c:2]1([N:32]([c:31]2[cH:30][cH:29][c:28]([Cl:27])[cH:35][cH:34]2)[CH3:33])[n:3][c:4]([NH:12][c:13]2[cH:14][c:15]([O:25][CH3:26])[c:16](-[n:19]3[cH:20][n:21][c:22]([CH3:24])[cH:23]3)[cH:17][cH:18]2)[n:5][c:6]([O:8][CH:9]([CH3:10])[CH3:11])[n:7]1. The reactants are O=C1CC(CN1C1=CC(=CC=C1)NC=1SCCN1)C(=O)NC(CC(=O)OCC)C=1C=NC=CC1 (ethyl 3-({5-oxo-1-(3-(1,3-thiazolin-2-ylamino)phenyl)pyrrolidin-3-yl}carbonylamino)-3-(3-pyridyl)propanoate), [OH-].[Na+] (NaOH). Solvent: C1CCOC1 (THF). Product: O=C1CC(CN1C1=CC(=CC=C1)NC=1SCCN1)C(=O)NC(CC(=O)O)C=1C=NC=CC1 (3-({5-oxo-1-(3-(1,3-thiazolin-2-ylamino)phenyl)pyrrolidin-3-yl}carbonylamino)-3-(3-pyridyl)propanoic acid). RXN SMILES: [O:1]=[C:2]1[N:6]([C:7]2[CH:12]=[CH:11][CH:10]=[C:9]([NH:13][C:14]3[S:15][CH2:16][CH2:17][N:18]=3)[CH:8]=2)[CH2:5][CH:4]([C:19]([NH:21][CH:22]([C:29]2[CH:30]=[N:31][CH:32]=[CH:33][CH:34]=2)[CH2:23][C:24]([O:26]CC)=[O:25])=[O:20])[CH2:3]1.[OH-].[Na+]>C1COCC1>[O:1]=[C:2]1[N:6]([C:7]2[CH:12]=[CH:11][CH:10]=[C:9]([NH:13][C:14]3[S:15][CH2:16][CH2:17][N:18]=3)[CH:8]=2)[CH2:5][CH:4]([C:19]([NH:21][CH:22]([C:29]2[CH:30]=[N:31][CH:32]=[CH:33][CH:34]=2)[CH2:23][C:24]([OH:26])=[O:25])=[O:20])[CH2:3]1 |f:1.2|. Procedure details: A solution of ethyl 3-({5-oxo-1-(3-(1,3-thiazolin-2-ylamino)phenyl)pyrrolidin-3-yl}carbonylamino)-3-(3-pyridyl)propanoate (75 mg, 0.16 mmol, 1.0 eq), THF (1.0 mL), and 1.0 N NaOH (0.16 mL, 1.0 eq) was stirred at room temperature overnight. The solvent was removed on rotary evaporator. The title compound was abstained as an off-white solid from preparative HPLC. 1H NMR (MeOH-d4, 400 MHz): δ 2.68-2.99 (m, 4), 3.35 (m, 1), 3.67 (m, 2), 4.05 (m, 4), 5.42 (m, 1), 7.16 (m, 1), 7.52 (m, 2), 7.78 (m, 1)... Reactants: BrC1=CC(=C(C#N)C=C1)C (4-bromo-2-methylbenzonitrile), C1CCOC1 (THF), [BH4-].[Na+] (NaBH4), C(C)(C)NC(C)C (diisopropylamine), C1CCOC1 (THF), [Li]CCCC (n-BuLi), OS(=O)(=O)O (H2SO4). Solvent: CN(C)C=O (DMF), CCOC(=O)C (EtOAc). Conditions: temperature 0 celsius, time 15 minute. Product: BrC=1C=C2CCOC(C2=CC1)=O (6-bromo-3,4-dihydro-1H-isochromen-1-one). RXN SMILES: C(NC(C)C)(C)C.[Li]CCCC.[Br:13][C:14]1[CH:21]=[CH:20][C:17]([C:18]#N)=[C:16]([CH3:22])[CH:15]=1.[BH4-].[Na+].[OH:25]S(O)(=O)=O.C1[CH2:34][O:33]CC1>CCOC(C)=O.CN(C=O)C>[Br:13][C:14]1[CH:15]=[C:16]2[C:17](=[CH:20][CH:21]=1)[C:18](=[O:25])[O:33][CH2:34][CH2:22]2 |f:3.4|. Procedure details: A 250-mL, three-necked, round-bottomed flask equipped with a septum, nitrogen inlet needle, and thermocouple was charged with diisopropylamine (4.36 mL, 30.6 mmol) and 30 mL of THF. The reaction mixture was cooled at −20° C. while n-BuLi (2.5 M, 12.2 mL, 30.6 mmol) was added dropwise via syringe keeping the internal temperature below 0° C. The resulting reaction mixture was stirred at 0° C. for 15 min. The reaction was then cooled at −40° C. while 4-bromo-2-methylbenzonitrile (4.00 g, 20.4 mmol)... Reactants: CCO, O=C[O-], O=[N+]([O-])c1ccc(Oc2ncnc3c2ncn3C2CCCCO2)cc1, [NH4+]. Yields the product Nc1ccc(Oc2ncnc3c2ncn3C2CCCCO2)cc1. Reaction SMILES: [CH3:30][CH2:31][OH:32].[CH:26]([O-:27])=[O:28].[N+:1]([O-:2])(=[O:3])[c:4]1[cH:5][cH:6][c:7]([O:8][c:9]2[c:10]3[n:11][cH:12][n:13]([CH:18]4[O:19][CH2:20][CH2:21][CH2:22][CH2:23]4)[c:14]3[n:15][cH:16][n:17]2)[cH:24][cH:25]1.[NH4+:29]>>[NH2:1][c:4]1[cH:5][cH:6][c:7]([O:8][c:9]2[c:10]3[n:11][cH:12][n:13]([CH:18]4[O:19][CH2:20][CH2:21][CH2:22][CH2:23]4)[c:14]3[n:15][cH:16][n:17]2)[cH:24][cH:25]1.